Dataset: the Open Reaction Database (ORD), a public repository of structured organic reaction records. Task: describe an organic reaction: reactants, conditions, products, and yield Starting materials: O (water), [OH-] (hydroxide), C1(=CC=CC=C1)CC(C)=O (phenylacetone). Run in C(C)O (ethanol). Run at temperature 80 celsius. The product is C1(=CC=CC=C1)CC(C)O (1-phenyl-2-propanol). RXN SMILES: O.[OH-].[C:3]1([CH2:9][C:10](=[O:12])[CH3:11])[CH:8]=[CH:7][CH:6]=[CH:5][CH:4]=1>C(O)C>[C:3]1([CH2:9][CH:10]([OH:12])[CH3:11])[CH:8]=[CH:7][CH:6]=[CH:5][CH:4]=1. Procedure: In a 4 liter three-necked flask fitted with a mechanical stirrer and a reflux condenser, were placed 1500 ml of water, 150 g ofsodium hydroxide (pellets), 190 ml of ethanol and 180 g of phenylacetone. The mixture was stirred and heated to 80° C., and 150 g of Raney alloy was added very cautiously by small amounts over about 1 hour. During the addition, heating was discontinued and the temperature was maintained at 85°-87° C. Reaction SMILES: [Br:1][CH2:2][CH2:3][CH:4]1[CH:5]2[C:6]([CH3:11])([CH3:12])[CH:7]([CH2:8][CH2:9]1)[CH2:10]2.[CH3:13][C:14]([CH3:15])([O-:16])[CH3:17].[CH3:24][CH2:25][CH2:26][CH2:27][OH:28].[K+:18].[nH:19]1[cH:20][n:21][cH:22][cH:23]1>>[CH2:2]([CH2:3][CH:4]1[CH:5]2[C:6]([CH3:11])([CH3:12])[CH:7]([CH2:8][CH2:9]1)[CH2:10]2)[n:19]1[cH:20][n:21][cH:22][cH:23]1. Reactants: CC1(C)C2CCC(CCBr)C1C2, CC(C)(C)[O-], CCCCO, [K+], c1c[nH]cn1. Yields the product CC1(C)C2CCC(CCn3ccnc3)C1C2. Solvent: C(C)#N (acetonitrile), C(C)#N (acetonitrile). The reagents and catalysts are [Cu](Cl)Cl (copper(II) chloride). The product is ClC(C(=O)OCC)CC1=C(C=C(C(=C1)C1=NN(C(=C1Cl)OC(F)F)C)F)Cl (ethyl 2-chloro-3-[2-chloro-4-fluoro-5-(4-chloro-5-difluoromethoxy-1-methylpyrazol-3-yl)phenyl]propanoate). Reaction SMILES: N(OC(C)(C)C)=O.[CH3:8][N:9]1[C:13]([O:14][CH:15]([F:17])[F:16])=[C:12]([Cl:18])[C:11]([C:19]2[CH:24]=[C:23](N)[C:22]([Cl:26])=[CH:21][C:20]=2[F:27])=[N:10]1.[ClH:28].[C:29]([O:33][CH2:34][CH3:35])(=[O:32])[CH:30]=[CH2:31]>C(#N)C.[Cu](Cl)Cl>[Cl:28][CH:30]([CH2:31][C:23]1[CH:24]=[C:19]([C:11]2[C:12]([Cl:18])=[C:13]([O:14][CH:15]([F:17])[F:16])[N:9]([CH3:8])[N:10]=2)[C:20]([F:27])=[CH:21][C:22]=1[Cl:26])[C:29]([O:33][CH2:34][CH3:35])=[O:32]. Procedure details: A mixture of 0.55 gram (0.004 mole) of copper(II) chloride and 0.6 mL (0.005 mole) of tert-butyl nitrite in 7.0 mL of ethyl acrylate and 10 mL of acetonitrile was stirred for five minutes, and cooled to 15° C. With continued stirring, a solution of 1.0 gram (0.003 mole) of 1-methyl-5-difluoromethoxy-4-chloro-3-(2-fluoro-4-chloro-5-aminophenyl)pyrazole in about five mL of acetonitrile was added dropwise while maintaining the reaction mixture temperature below 30° C. Upon completion of addition th... The reactants are CN1N=C(C(=C1OC(F)F)Cl)C1=C(C=C(C(=C1)N)Cl)F (1-methyl-5-difluoromethoxy-4-chloro-3-(2-fluoro-4-chloro-5-aminophenyl)pyrazole), Cl (hydrochloric acid), N(=O)OC(C)(C)C (tert-butyl nitrite), C(C=C)(=O)OCC (ethyl acrylate). Conditions: temperature 15 celsius, time 5 minute.